Task: describe an organic reaction: reactants, conditions, products, and yield. Dataset: the Open Reaction Database (ORD), a public repository of structured organic reaction records The reactants are NC1=CC=C(C(=O)N2C=3C=CC=CC3C3=CC=CC=C3C2)C=C1 (5-(4-aminobenzoyl)-5,6-dihydrophenanthridine), ClC1=C(C(=O)Cl)C(=CC=C1)Cl (2,6-dichlorobenzoyl chloride), Cl (HCl). Reagents/catalysts: CN(C1=CC=NC=C1)C (4-(dimethylamino)pyridine). Run in N1=CC=CC=C1 (pyridine). Run at temperature 100 celsius, time 6 day. The product is ClC1=C(C(=O)NC2=CC=C(C=C2)C(=O)N2C=3C=CC=CC3C3=CC=CC=C3C2)C(=CC=C1)Cl (2,6-Dichloro-N-[4-[(5(6H)-phenanthridinyl)carbonyl]phenyl]benzamide). Yield: 240.8%. RXN SMILES: [NH2:1][C:2]1[CH:23]=[CH:22][C:5]([C:6]([N:8]2[CH2:21][C:20]3[C:15](=[CH:16][CH:17]=[CH:18][CH:19]=3)[C:14]3[CH:13]=[CH:12][CH:11]=[CH:10][C:9]2=3)=[O:7])=[CH:4][CH:3]=1.[Cl:24][C:25]1[CH:33]=[CH:32][CH:31]=[C:30]([Cl:34])[C:26]=1[C:27](Cl)=[O:28].Cl>N1C=CC=CC=1.CN(C)C1C=CN=CC=1>[Cl:24][C:25]1[CH:33]=[CH:32][CH:31]=[C:30]([Cl:34])[C:26]=1[C:27]([NH:1][C:2]1[CH:3]=[CH:4][C:5]([C:6]([N:8]2[CH2:21][C:20]3[C:15](=[CH:16][CH:17]=[CH:18][CH:19]=3)[C:14]3[CH:13]=[CH:12][CH:11]=[CH:10][C:9]2=3)=[O:7])=[CH:22][CH:23]=1)=[O:28]. Reported procedure: A mixture of 300 mg (0.5 mmol) of 5-(4-aminobenzoyl)-5,6-dihydrophenanthridine and 230 mg of (0.55 mmol) of 2,6-dichlorobenzoyl chloride in 1.2 ml of pyridine is heated (100° C.) for 3 hr and then stirred at room temperature for 6 days. To the mixture is added 10 mg of 4-(dimethylamino)pyridine and the mixture stirred for 22 days. To the mixture is added 6 ml of 2N HCl and the solid filtered and washed with 2N HCl, 1N NaOH, H2O to give 0.57 g of solid. The solid is chromatographed on thick layer...